Dataset: the Open Reaction Database (ORD), a public repository of structured organic reaction records. Task: describe an organic reaction: reactants, conditions, products, and yield Reactants: [Si](C)(C)(C(C)(C)C)O[C@@H]([C@@H]1N([C@@H](CC1)CC1=CC=C(C=C1)C(=O)OC)C(=O)OC(C)(C)C)C=1C=NC=CC1 (tert-butyl (2R,5S)-2-[(R)-{[tert-butyl(dimethyl)silyl]oxy}(pyridin-3-yl)methyl]-5-[4-(methoxycarbonyl)benzyl]pyrrolidine-1-carboxylate). The solvent is O1CCCC1.[F-].C(CCC)[N+](CCCC)(CCCC)CCCC (tetrabutylammonium fluoride tetrahydrofuran), O (water). The product is O[C@@H]([C@@H]1N([C@@H](CC1)CC1=CC=C(C=C1)C(=O)OC)C(=O)OC(C)(C)C)C=1C=NC=CC1 (Tert-butyl (2R,5S)-2-[(R)-hydroxy(pyridin-3-yl)methyl]-5-[4-(methoxycarbonyl)benzyl]pyrrolidine-1-carboxylate). Yield: 98.3%. RXN SMILES: [Si]([O:8][C@H:9]([C:33]1[CH:34]=[N:35][CH:36]=[CH:37][CH:38]=1)[C@H:10]1[CH2:14][CH2:13][C@@H:12]([CH2:15][C:16]2[CH:21]=[CH:20][C:19]([C:22]([O:24][CH3:25])=[O:23])=[CH:18][CH:17]=2)[N:11]1[C:26]([O:28][C:29]([CH3:32])([CH3:31])[CH3:30])=[O:27])(C(C)(C)C)(C)C>O1CCCC1.[F-].C([N+](CCCC)(CCCC)CCCC)CCC.O>[OH:8][C@H:9]([C:33]1[CH:34]=[N:35][CH:36]=[CH:37][CH:38]=1)[C@H:10]1[CH2:14][CH2:13][C@@H:12]([CH2:15][C:16]2[CH:17]=[CH:18][C:19]([C:22]([O:24][CH3:25])=[O:23])=[CH:20][CH:21]=2)[N:11]1[C:26]([O:28][C:29]([CH3:32])([CH3:31])[CH3:30])=[O:27] |f:1.2.3|. Procedure: A solution of tert-butyl (2R,5S)-2-[(R)-{[tert-butyl(dimethyl)silyl]oxy}(pyridin-3-yl)methyl]-5-[4-(methoxycarbonyl)benzyl]pyrrolidine-1-carboxylate (11.0 g, 20.3 mmol) in 100 mL of 2 M tetrabutylammonium fluoride tetrahydrofuran solution was stirred at RT overnight. The mixture was then diluted with water and extracted with ethyl acetate (50 mL×3). The combined organic layers were washed with water, brine, dried over Na2SO4, and concentrated to afford 8.51 g (98%) of the title compound. 1H NMR ... The reactants are C(C)(=O)OCC (Ethyl acetate), C(C1=CC=CC=C1)Br (Benzyl bromide), OC=1C=C(C(=O)OC)C=C(C1)O[C@H](CO)C (methyl 3-hydroxy-5-[(1S)-2-hydroxy-1-methylethoxy]benzoate), C([O-])([O-])=O.[K+].[K+] (potassium carbonate). Solvent: CN(C)C=O (DMF). Reaction conditions: time 20 hour. Product: OC[C@H](C)OC=1C=C(C(=O)OC)C=C(C1)OCCC1=CC=CC=C1 (Methyl 3-{[(1S)-2-hydroxy-1-methylethyl]oxy}-5-[(phenylethyl)oxy]benzoate). Isolated yield 75.0%. Reaction SMILES: [CH2:1](Br)[C:2]1[CH:7]=[CH:6][CH:5]=[CH:4][CH:3]=1.[OH:9][C:10]1[CH:11]=[C:12]([CH:17]=[C:18]([O:20][C@@H:21]([CH3:24])[CH2:22][OH:23])[CH:19]=1)[C:13]([O:15][CH3:16])=[O:14].[C:25](=O)([O-])[O-].[K+].[K+].C(OCC)(=O)C>CN(C=O)C>[OH:23][CH2:22][C@@H:21]([O:20][C:18]1[CH:17]=[C:12]([CH:11]=[C:10]([O:9][CH2:25][CH2:1][C:2]2[CH:7]=[CH:6][CH:5]=[CH:4][CH:3]=2)[CH:19]=1)[C:13]([O:15][CH3:16])=[O:14])[CH3:24] |f:2.3.4|. Reported procedure: Benzyl bromide (1.89 g, 7.20 mmol) was added to a mixture of methyl 3-hydroxy-5-[(1S)-2-hydroxy-1-methylethoxy]benzoate (1.55 g, 6.86 mmol) and potassium carbonate (1.89 g, 0.014 mol) in DMF (16 mL) and the reaction stirred at RT for 20 hours. Ethyl acetate (40 mL) was added and the mixture washed with water (40 mL), saturated sodiumbicarbonate solution (40 mL), brine (40 mL), dried (MgSO4), filtered and the solvent removed in vacuo to give a red oil which was chromatographed on silica, eluting ... Reactants: IC=1C=C(C=CC1)N1CCN(CC1)C(=O)OC(C)(C)C (tert-butyl 4-(3-iodophenyl)piperazine-1-carboxylate), FC(F)(F)[Si](C)(C)C ((trifluoromethyl)trimethylsilane), CN(C)C=O (DMF), [F-].[K+] (potassium fluoride), FC(F)(F)[Si](C)(C)C ((trifluoromethyl)trimethylsilane). Reagents/catalysts: [Cu]I (Copper(I) iodide). Solvent: CCOC(=O)C (EtOAc). Run at temperature 50 celsius. The product is FC(C=1C=C(C=NC1)N1CCN(CC1)C(=O)OC(C)(C)C)(F)F (tert-Butyl 4-[5-(Trifluoromethyl)pyridin-3-yl]piperazine-1-carboxylate). Reaction SMILES: [F-].[K+].IC1[CH:5]=[C:6]([N:10]2[CH2:15][CH2:14][N:13]([C:16]([O:18][C:19]([CH3:22])([CH3:21])[CH3:20])=[O:17])[CH2:12][CH2:11]2)[CH:7]=[CH:8][CH:9]=1.[F:23][C:24]([Si](C)(C)C)([F:26])[F:25].C[N:32](C=O)C>CCOC(C)=O.[Cu]I>[F:23][C:24]([F:26])([F:25])[C:8]1[CH:7]=[C:6]([N:10]2[CH2:11][CH2:12][N:13]([C:16]([O:18][C:19]([CH3:20])([CH3:21])[CH3:22])=[O:17])[CH2:14][CH2:15]2)[CH:5]=[N:32][CH:9]=1 |f:0.1|. Procedure details: Copper(I) iodide (0.49 g, 2.6 mmol) and potassium fluoride (0.15 g, 2.6 mmol) in a flask were flame-heated under gentle shaking and at high vacuum until a greenish color appeared. A solution of tert-butyl 4-(3-iodophenyl)piperazine-1-carboxylate (0.5 g, 1.0 mmol) and (trifluoromethyl)trimethylsilane (0.37 g, 2.6 mmol) in DMF (5 mL) was added. The brown solution was stirred at room temperature overnight. More (trifluoromethyl)trimethylsilane (0.37 g) was added. The mixture was heated at 50° C. ov...